describe an organic reaction: reactants, conditions, products, and yield From a dataset of the Open Reaction Database (ORD), a public repository of structured organic reaction records. Reactants: C(C)OC(=O)C1=CN2C(C=CC3=C2C(C1=O)=CC(=C3N3CCN(CC3)C)F)C (9-fluoro-5-methyl-8- (4-methyl-1-piperazinyl) -1-oxo-1H, 5H-benzo[ij]quinolizine-2-carboxylic acid ethyl ester), aqueous solution, [OH-].[Na+] (sodium hydroxide), Cl (hydrochloric acid). Conditions: time 17 hour. Yields the product FC1=C(C=2C=CC(N3C=C(C(C(C23)=C1)=O)C(=O)O)C)N1CCN(CC1)C (9-fluoro-5-methyl-8-(4-methyl-1-piperazinyl) -1-oxo-1H, 5H-benzo[ij]quinolizine-2-carboxylic acid). Yield: 60.4%. As a reaction SMILES: C([O:3][C:4]([C:6]1[C:15](=[O:16])[C:14]2=[CH:17][C:18]([F:27])=[C:19]([N:20]3[CH2:25][CH2:24][N:23]([CH3:26])[CH2:22][CH2:21]3)[C:12]3=[C:13]2[N:8]([CH:9]([CH3:28])[CH:10]=[CH:11]3)[CH:7]=1)=[O:5])C.[OH-].[Na+].Cl>>[F:27][C:18]1[CH:17]=[C:14]2[C:13]3[N:8]([CH:7]=[C:6]([C:4]([OH:5])=[O:3])[C:15]2=[O:16])[CH:9]([CH3:28])[CH:10]=[CH:11][C:12]=3[C:19]=1[N:20]1[CH2:21][CH2:22][N:23]([CH3:26])[CH2:24][CH2:25]1 |f:1.2|. Procedure details: To 3.85 g (0.01 mole) of 9-fluoro-5-methyl-8- (4-methyl-1-piperazinyl) -1-oxo-1H, 5H-benzo[ij]quinolizine-2-carboxylic acid ethyl ester was added 50 ml of a 1N aqueous solution of sodium hydroxide. This mixture was stirred at 20°-25° C. for 17 hours to hydrolyze the starting material. The resulting reaction solution was adjusted to pH 6-7 by the addition of 1N hydrochloric acid under cooling with ice. The adjusted solution was concentrated under reduced pressure and the resulting residue was pur... Starting materials: COC=C1C(=O)NC(=O)c2cc(OC)c(Br)cc21, CN1CCN(c2ccc(N)cc2)CC1, CN(C)C=O. The product is COc1cc2c(cc1Br)C(=CNc1ccc(N3CCN(C)CC3)cc1)C(=O)NC2=O. As a reaction SMILES: [Br:1][c:2]1[cH:3][c:4]2[c:9]([cH:10][c:11]1[O:12][CH3:13])[C:8](=[O:14])[NH:7][C:6](=[O:15])[C:5]2=[CH:16][O:17][CH3:18].[CH3:19][N:20]1[CH2:21][CH2:22][N:23]([c:26]2[cH:27][cH:28][c:29]([NH2:32])[cH:30][cH:31]2)[CH2:24][CH2:25]1.[CH3:33][N:34]([CH3:35])[CH:36]=[O:37]>>[Br:1][c:2]1[cH:3][c:4]2[c:9]([cH:10][c:11]1[O:12][CH3:13])[C:8](=[O:14])[NH:7][C:6](=[O:15])[C:5]2=[CH:16][NH:32][c:29]1[cH:28][cH:27][c:26]([N:23]2[CH2:22][CH2:21][N:20]([CH3:19])[CH2:25][CH2:24]2)[cH:31][cH:30]1. The solvent is anhydride acetic. Reaction conditions: time 16 hour. The product is C(C)(=O)O[C@@H]1CC2=CC[C@H]3[C@@H]4CCC([C@@]4(C)CC[C@@H]3[C@]2(CC1)C)=O (3β-acetoxy-5-androstene-17-one). Starting materials: C[C@]12CC[C@H]3[C@H]([C@@H]1CCC2=O)CC=C4[C@@]3(CC[C@@H](C4)O)C (Dehydroepiandrosterone), N1=CC=CC=C1 (pyridine), O (water). As a reaction SMILES: [CH3:1][C@@:2]12[C:10](=[O:11])[CH2:9][CH2:8][C@H:7]1[C@@H:6]1[CH2:12][CH:13]=[C:14]3[CH2:19][C@@H:18]([OH:20])[CH2:17][CH2:16][C@:15]3([CH3:21])[C@H:5]1[CH2:4][CH2:3]2.[OH2:22].N1[CH:28]=[CH:27]C=CC=1>>[C:27]([O:20][C@H:18]1[CH2:17][CH2:16][C@@:15]2([CH3:21])[C:14](=[CH:13][CH2:12][C@@H:6]3[C@@H:5]2[CH2:4][CH2:3][C@@:2]2([CH3:1])[C@H:7]3[CH2:8][CH2:9][C:10]2=[O:11])[CH2:19]1)(=[O:22])[CH3:28]. Procedure details: Dehydroepiandrosterone (2.88 g, 10 mmol) is dissolved in a mixture (100 ml) of anhydride acetic and pyridine (1:1 v/v) and left at room temperature for 16 h. The mixture is then poured carefully into iced water and after 16 h, crystals are filtered and dried in vacuo. Starting materials: C1NC(CC2=CC=CC=C12)=O (1,4-dihydro-3(2H)-isoquinolinone), COC(N(C)C)OC (N,N-dimethylformamide dimethylacetal). Solvent: CN(C=O)C (N,N-dimethylformamide). Conditions: temperature 100 celsius. Yields the product CN(C)\C=C/1\C(NCC2=CC=CC=C12)=O ((4E)-4-[(Dimethylamino)methylene]-1,4-dihydro-3(2H)-isoquinolinone). Yield: 21.3%. RXN SMILES: [CH2:1]1[C:10]2[C:5](=[CH:6][CH:7]=[CH:8][CH:9]=2)[CH2:4][C:3](=[O:11])[NH:2]1.CO[CH:14](OC)[N:15]([CH3:17])[CH3:16]>CN(C)C=O>[CH3:14][N:15](/[CH:17]=[C:4]1/[C:3](=[O:11])[NH:2][CH2:1][C:10]2[C:5]/1=[CH:6][CH:7]=[CH:8][CH:9]=2)[CH3:16]. Procedure: A N,N-dimethylformamide (1 mL) solution containing 1,4-dihydro-3(2H)-isoquinolinone (300 mg, 2.04 mmol) and N,N-dimethylformamide dimethylacetal (0.65 mL, 4.89 mmol) is heated at 100° C. for 2.5 hours. After removing the solvents, the residue is washed with ether, water and ether to give 88 mg of the product as a pink solid. The filtrate is evaporated to dryness, and the residue is treated with ether, water and ether to give 105 mg of a second crop of the product with a total yield of 47% (193 m... Reactants: C=C1C[C@@H]([C@H](OC1)C1=C(C=C(C(=C1)F)F)F)[N+](=O)[O-] ((2R,3S)-5-methylene-3-nitro-2-(2,4,5-trifluorophenyl)tetrahydro-2H-pyran), Cl (hydrochloric acid), CCOCC (ether), [OH-].[Na+] (sodium hydroxide). The reagents and catalysts are [Zn] (zinc). The solvent is C(C)O (ethanol). Reaction conditions: time 1 hour. Product: C=C1C[C@@H]([C@H](OC1)C1=C(C=C(C(=C1)F)F)F)N ((2R,3S)-5-methylene-2-(2,4,5-trifluorophenyl)tetrahydro-2H-pyran-3-amine). RXN SMILES: [CH2:1]=[C:2]1[CH2:7][O:6][C@H:5]([C:8]2[CH:13]=[C:12]([F:14])[C:11]([F:15])=[CH:10][C:9]=2[F:16])[C@@H:4]([N+:17]([O-])=O)[CH2:3]1.Cl.CCOCC.[OH-].[Na+]>C(O)C.[Zn]>[CH2:1]=[C:2]1[CH2:7][O:6][C@H:5]([C:8]2[CH:13]=[C:12]([F:14])[C:11]([F:15])=[CH:10][C:9]=2[F:16])[C@@H:4]([NH2:17])[CH2:3]1 |f:3.4|. Procedure details: To a vigorously stirred suspension of (2R,3S)-5-methylene-3-nitro-2-(2,4,5-trifluorophenyl)tetrahydro-2H-pyran (200 mg, 0.73 mmol) and zinc powder (561 mg, 8.59 mmol) in ethanol (7 mL) was added 6N hydrochloric acid (2.3 mL, 14 mmol). After one hour, the mixture was treated with ether (100 mL) and aqueous sodium hydroxide solution (2.5N, 40 mL). The organic layer was washed with saturated brine, dried over anhydrous sodium sulfate and evaporated to yield (2R,3S)-5-methylene-2-(2,4,5-trifluorophe... Starting materials: O=C([O-])O, C1CCOC1, COCOc1cnc(OCC2CC2)cc1F, Cl, [Na+]. The product is Oc1cnc(OCC2CC2)cc1F. As a reaction SMILES: [C:18](=[O:19])([O-:20])[OH:21].[CH2:23]1[O:24][CH2:25][CH2:26][CH2:27]1.[CH:1]1([CH2:4][O:5][c:6]2[n:7][cH:8][c:9]([O:13][CH2:14][O:15][CH3:16])[c:10]([F:12])[cH:11]2)[CH2:2][CH2:3]1.[ClH:17].[Na+:22]>>[CH:1]1([CH2:4][O:5][c:6]2[n:7][cH:8][c:9]([OH:13])[c:10]([F:12])[cH:11]2)[CH2:2][CH2:3]1. The reactants are C(C)(C)NC1=CC=C(C=C1)N=O (N-isopropyl-4-nitrosoaniline), nitroso, [OH-].[Na+] (sodium hydroxide), C(CCCCC)O (n-hexanol). Run at time 1.5 hour. Product: C(C)(C)NC1=CC=C(C=C1)N (N-isopropyl-p-phenylenediamine). Reaction SMILES: [CH:1]([NH:4][C:5]1[CH:10]=[CH:9][C:8]([N:11]=O)=[CH:7][CH:6]=1)([CH3:3])[CH3:2].[OH-].[Na+].C(O)CCCCC>>[CH:1]([NH:4][C:5]1[CH:10]=[CH:9][C:8]([NH2:11])=[CH:7][CH:6]=1)([CH3:3])[CH3:2] |f:1.2|. Procedure: Following essentially the procedure of Example 1, 66.0 g (0.25 mole) N-isopropyl-4-nitrosoaniline, 20 g (50%) sodium hydroxide and 264 g n-hexanol were kept at 100° C. for 1.5 hours. HPLC analysis of the reaction mixture indicated absence of the nitroso starting compound. By vacuum distillation (95°-101° C. at 13.3-26.6 Pa), 31.3 g of product were recovered (48.6 wt. % yield). The solvent is C(Cl)Cl (methylene chloride), CC(=O)N(C)C (dimethylacetamide), C(C)N(CC)CC (triethylamine), O (water), O1CCCC1 (tetrahydrofuran), C(Cl)Cl (methylene chloride), C(Cl)Cl (methylene chloride). Reaction SMILES: [C:1]1([CH2:7][N:8]2[C:16]3[C:11](=[CH:12][C:13]([O:17][CH2:18][C:19]4[N:20]=[C:21]([C:24]5[CH:29]=[CH:28][CH:27]=[CH:26][CH:25]=5)[S:22][CH:23]=4)=[CH:14][CH:15]=3)[C:10]([CH2:30][C:31](O)=[O:32])=[C:9]2[CH3:34])[CH:6]=[CH:5][CH:4]=[CH:3][CH:2]=1.C(Cl)(=O)C(Cl)=O.Cl.[CH3:42][NH:43][OH:44].Cl>C(Cl)Cl.C(N(CC)CC)C.O.O1CCCC1.CC(N(C)C)=O>[OH:44][N:43]([CH3:42])[C:31](=[O:32])[CH2:30][C:10]1[C:11]2[C:16](=[CH:15][CH:14]=[C:13]([O:17][CH2:18][C:19]3[N:20]=[C:21]([C:24]4[CH:25]=[CH:26][CH:27]=[CH:28][CH:29]=4)[S:22][CH:23]=3)[CH:12]=2)[N:8]([CH2:7][C:1]2[CH:6]=[CH:5][CH:4]=[CH:3][CH:2]=2)[C:9]=1[CH3:34] |f:2.3|. Isolated yield 56.6%. Conditions: temperature 5 celsius. Yields the product ON(C(CC1=C(N(C2=CC=C(C=C12)OCC=1N=C(SC1)C1=CC=CC=C1)CC1=CC=CC=C1)C)=O)C (N-hydroxy-5-[(2-phenyl-4-thiazolyl)methoxy]-1-(phenylmethyl)-N,2-dimethyl-1H-indole-3-acetamide). Procedure details: A mixture of the compound of Example 40 (1.0 g, 2.13 mmol), methylene chloride (50 mL) and dimethylacetamide (0.15 mL) is cooled to 5° C. and with stirring, a solution of oxalyl chloride (0.45 mL, 5.3 mmol) in methylene chloride (10 mL) is added slowly. After stirring at room temperature for 30 minutes, the reaction mixture is poured into a solution containing tetrahydrofuran (11 mL), water (1.1 mL), triethylamine (1.8 mL) and N-methylhydroxylamine hydrochloride (0.7 g, 8.5 mmol). After stirring... The reactants are C1(=CC=CC=C1)CN1C(=C(C2=CC(=CC=C12)OCC=1N=C(SC1)C1=CC=CC=C1)CC(=O)O)C (1-[(Phenyl)methyl]-2-methyl-5-[(2-phenyl-4-thiazolyl)methoxy]-1H-indole-3-acetic acid), Cl.CNO (N-methylhydroxylamine hydrochloride), C(C(=O)Cl)(=O)Cl (oxalyl chloride), Cl (HCl).